Dataset: the Open Reaction Database (ORD), a public repository of structured organic reaction records. Task: describe an organic reaction: reactants, conditions, products, and yield Starting materials: twenty, COC1=C(C(=NC(=N1)C1=NC=CC=N1)NS(=O)(=O)CCCC(C)(C)C)OC1=C(C=CC=C1)OC (N-[6-methoxy-5-(2-methoxyphenoxy)-2-(2-pyrimidinyl)-4-pyrimidinyl]-4,4-dimethyl-1-pentanesulfonamide), CO (methanol). Run at time 2 day. Yields the product OCC(CCCS(=O)(=O)NC1=NC(=NC(=C1OC1=C(C=CC=C1)OC)OC)C1=NC=CC=N1)(C)C (5-hydroxy-N-[6-methoxy-5-(2-methoxyphenoxy)-2-(2-pyrimidinyl)-4-pyrimidinyl]-4,4-dimethyl-1-pentanesulfonamide). As a reaction SMILES: [CH3:1][O:2][C:3]1[N:8]=[C:7]([C:9]2[N:14]=[CH:13][CH:12]=[CH:11][N:10]=2)[N:6]=[C:5]([NH:15][S:16]([CH2:19][CH2:20][CH2:21][C:22]([CH3:25])([CH3:24])[CH3:23])(=[O:18])=[O:17])[C:4]=1[O:26][C:27]1[CH:32]=[CH:31][CH:30]=[CH:29][C:28]=1[O:33][CH3:34].C[OH:36]>>[OH:36][CH2:23][C:22]([CH3:25])([CH3:24])[CH2:21][CH2:20][CH2:19][S:16]([NH:15][C:5]1[C:4]([O:26][C:27]2[CH:32]=[CH:31][CH:30]=[CH:29][C:28]=2[O:33][CH3:34])=[C:3]([O:2][CH3:1])[N:8]=[C:7]([C:9]2[N:14]=[CH:13][CH:12]=[CH:11][N:10]=2)[N:6]=1)(=[O:17])=[O:18]. Procedure details: Streptomyces rimosus subsp. rimosus ATCC10970 maintained on a quarter strength ATCC172 agar slope was inoculated as a loopful of spores into a 300 ml Erlenmeyer flask containing 50 ml of AS-7H inoculum medium. This was allowed to incubate for 2 days at 28° C., 200 rpm on an Infors Multitron Shaker with 1″ throw. 2 mls of this inoculum medium was then transferred to twenty 300 ml Erlenmeyer flask containing 50 ml of AP-5H production medium and incubated under the same conditions for a further 24 ... Starting materials: ClCCN1C(NC2=CC=CC=C2C1=O)=O (3-(2-chloroethyl)-2,4(1H,3H)-quinazolinedione), FC1=CC=C2C(=CNC2=C1)C1CCNCC1 (6-fluoro-3-(4-piperidinyl)-1H-indole), C([O-])([O-])=O.[Na+].[Na+] (sodium carbonate), [I-].[K+] (potassium iodide). Run in CC(CC(C)=O)C (4-methyl-2-pentanone), O (Water). Yields the product FC1=CC=C2C(=CNC2=C1)C1CCN(CC1)CCN1C(NC2=CC=CC=C2C1=O)=O (3-[2-[4-(6-fluoro-1H-indol-3-yl)-1-piperidinyl]ethyl]-2,4(1H,3H)-quinazolinedione). As a reaction SMILES: Cl[CH2:2][CH2:3][N:4]1[C:13](=[O:14])[C:12]2[C:7](=[CH:8][CH:9]=[CH:10][CH:11]=2)[NH:6][C:5]1=[O:15].[F:16][C:17]1[CH:25]=[C:24]2[C:20]([C:21]([CH:26]3[CH2:31][CH2:30][NH:29][CH2:28][CH2:27]3)=[CH:22][NH:23]2)=[CH:19][CH:18]=1.C(=O)([O-])[O-].[Na+].[Na+].[I-].[K+]>O.CC(C)CC(=O)C>[F:16][C:17]1[CH:25]=[C:24]2[C:20]([C:21]([CH:26]3[CH2:31][CH2:30][N:29]([CH2:2][CH2:3][N:4]4[C:13](=[O:14])[C:12]5[C:7](=[CH:8][CH:9]=[CH:10][CH:11]=5)[NH:6][C:5]4=[O:15])[CH2:28][CH2:27]3)=[CH:22][NH:23]2)=[CH:19][CH:18]=1 |f:2.3.4,5.6|. Reported procedure: A mixture of 7.5 parts of 3-(2-chloroethyl)-2,4(1H,3H)-quinazolinedione, 6.8 parts of 6-fluoro-3-(4-piperidinyl)-1H-indole, 10 parts of sodium carbonate, 0.1 parts of potassium iodide and 240 parts of 4-methyl-2-pentanone is stirred and refluxed overnight. Water is added and the layers are separated. The aqueous phase is set aside. The organic phase is dried, filtered and evaporated. The solid residue is boiled in 2-propanol. The product is filtered off and dried, yielding a first fraction of 4 ... The reactants are N1(CCCCCC1)C1=CC=C(C=C1)S(=O)(=O)Cl ((4-hexahydro-azepin-1-yl-benzenesulphonyl) chloride), CC(=O)C (acetone), OC(CC(=O)O)CN (3-hydroxy-4-amino butanoic acid), N12CCN(CC1)CC2 (1,4-diazabicyclo [2.2.2]octane). Run in O (water). Reaction conditions: temperature 0 celsius, time 6 hour. Product: N1(CCCCCC1)C1=CC=C(C=C1)S(=O)(=O)NCC(CC(=O)O)O (4-[[[4-(hexahydro-1H-azepin-1-yl)-phenyl]-sulphonyl]-amino]-3-hydroxy butanoic acid). Yield: 150.4%. Reaction SMILES: [N:1]1([C:8]2[CH:13]=[CH:12][C:11]([S:14](Cl)(=[O:16])=[O:15])=[CH:10][CH:9]=2)[CH2:7][CH2:6][CH2:5][CH2:4][CH2:3][CH2:2]1.CC(C)=O.[OH:22][CH:23]([CH2:28][NH2:29])[CH2:24][C:25]([OH:27])=[O:26].N12CCN(CC1)CC2>O>[N:1]1([C:8]2[CH:13]=[CH:12][C:11]([S:14]([NH:29][CH2:28][CH:23]([OH:22])[CH2:24][C:25]([OH:27])=[O:26])(=[O:16])=[O:15])=[CH:10][CH:9]=2)[CH2:7][CH2:6][CH2:5][CH2:4][CH2:3][CH2:2]1. Procedure details: 4.1 g of (4-hexahydro-azepin-1-yl-benzenesulphonyl) chloride then 12 cm3 of acetone are added to a solution of 1.4 g of 3-hydroxy-4-amino butanoic acid and 3.36 g of 1,4-diazabicyclo [2.2.2]octane (DABCO) in 18 cm3 of water. Agitation is carried out for 6 hours at ambient temperature, the acetone is evaporated off, the residue is cooled down to 0° C. and 7.5 cm3 of 2N hydrochloric acid is added. Extraction is carried out with chloroform, the extracts are dried and evaporated to dryness. 6.3 g of... Reactants: ClC=1C=C(C=CC1Cl)I (3,4-dichloroiodobenzene), N[C@@H](C)C(=O)O (L-alanine), C1(=CC=CC=C1)NN=CC1=C(C=CC=C1)O (2-hydroxybenzaldehyde phenylhydrazone), P(=O)([O-])([O-])[O-].[K+].[K+].[K+] (tri-potassium phosphate), Cl (HCl). The reagents and catalysts are [Cu]I (copper(I) iodide). The solvent is CN(C=O)C (N,N-dimethylformamide), O (water). Conditions: temperature 80 celsius, time 40 hour. The product is ClC=1C=C(C=CC1Cl)NC(C(=O)O)C (2-(3,4-dichloro-phenylamino)-propionic acid). The yield is 83.9%. As a reaction SMILES: [Cl:1][C:2]1[CH:3]=[C:4](I)[CH:5]=[CH:6][C:7]=1[Cl:8].[NH2:10][C@H:11]([C:13]([OH:15])=[O:14])[CH3:12].C1(NN=CC2C=CC=CC=2O)C=CC=CC=1.P([O-])([O-])([O-])=O.[K+].[K+].[K+].Cl>O.[Cu]I.CN(C)C=O>[Cl:1][C:2]1[CH:3]=[C:4]([NH:10][CH:11]([CH3:12])[C:13]([OH:15])=[O:14])[CH:5]=[CH:6][C:7]=1[Cl:8] |f:3.4.5.6|. Procedure details: A mixture of 3,4-dichloroiodobenzene (1.50 g, 5.50 mmol), L-alanine (734 mg, 8.25 mmol), copper(I) iodide, 2-hydroxybenzaldehyde phenylhydrazone (233 mg, 1.10 mmol), tri-potassium phosphate (3.50 g, 16.5 mmol), and N,N-dimethylformamide (8 mL) was stirred at 80° C. for 40 h, then after cooling diluted with water and acidified to pH 3 by addition of 37% aq. HCl solution. The mixture was extracted with EtOAc, the organic phase was washed with brine, dried (MgSO4), filtered, and evaporated. Chromat... Starting materials: Br, CC1CCCN1, CS(=O)(=O)OCCc1cc2cc(-c3ccc(C#N)cc3)ccc2o1. The product is CC1CCCN1CCc1cc2cc(-c3ccc(C#N)cc3)ccc2o1. RXN SMILES: [BrH:1].[CH3:2][CH:3]1[NH:4][CH2:5][CH2:6][CH2:7]1.[CH3:8][S:9]([O:10][CH2:13][CH2:14][c:15]1[o:16][c:17]2[c:18]([cH:19]1)[cH:20][c:21](-[c:24]1[cH:25][cH:26][c:27]([C:30]#[N:31])[cH:28][cH:29]1)[cH:22][cH:23]2)(=[O:11])=[O:12]>>[CH3:2][CH:3]1[N:4]([CH2:13][CH2:14][c:15]2[o:16][c:17]3[c:18]([cH:19]2)[cH:20][c:21](-[c:24]2[cH:25][cH:26][c:27]([C:30]#[N:31])[cH:28][cH:29]2)[cH:22][cH:23]3)[CH2:5][CH2:6][CH2:7]1. Starting materials: O=C[C@H](O)[C@@H](O)[C@H](O)[C@H](O)CO (D-glucose), O=C[C@@H](O)[C@@H](O)[C@H](O)[C@H](O)CO (D-mannose), O=C[C@H](O)[C@@H](O)[C@H](O)[C@H](O)CO (D-glucose), O=C[C@H](O)[C@@H](O)[C@H](O)[C@H](O)CO (glucose), OCC(=O)[C@H](O)[C@@H](O)[C@H](O)CO (D-sorbose), OCC(=O)[C@@H](O)[C@@H](O)[C@H](O)CO (D-tagatose), OCC(=O)[C@H](O)[C@H](O)[C@H](O)CO (D-psicose), C([C@@H]1[C@H]([C@@H]([C@H]([C@H](O1)O[C@]2([C@H]([C@@H]([C@H](O2)CO)O)O)CO)O)O)O)O (sucrose), O=C[C@@H](O)[C@@H](O)[C@H](O)[C@H](O)CO (D-mannose), O=C[C@H](O)[C@@H](O)[C@H](O)[C@H](O)CO (D-glucose), sugars, 146433s, OCC(=O)[C@@H](O)[C@H](O)[C@H](O)CO (D-fructose), O=C[C@@H](O)[C@@H](O)[C@H](O)[C@H](O)CO (D-mannose), O=C[C@@H](O)[C@@H](O)[C@H](O)[C@H](O)CO (D-mannose), OCC(=O)[C@H](O)[C@@H](O)[C@H](O)CO (D-sorbose). Reagents/catalysts: [O-][Mo](=O)(=O)[O-].[Na+].[Na+] (sodium molybdate), [O-][Mo](=O)(=O)[O-] (molybdate), O[Mo](=O)(=O)O (molybdic acid). The solvent is O (water). The product is O=C[C@H](O)[C@@H](O)[C@@H](O)CO (L-arabinose). As a reaction SMILES: [O:1]=[CH:2][C@@H:3]([C@H:5]([C@@H:7]([C@@H:9](CO)[OH:10])[OH:8])[OH:6])[OH:4].O=C[C@H]([C@H]([C@@H]([C@@H](CO)O)O)O)O.OCC([C@H]([C@@H]([C@@H](CO)O)O)O)=O.OCC([C@@H]([C@H]([C@@H](CO)O)O)O)=O.OCC([C@H]([C@H]([C@@H](CO)O)O)O)=O.OCC([C@@H]([C@@H]([C@@H](CO)O)O)O)=O.C(O)[C@H]1O[C@H](O[C@]2(CO)O[C@H](CO)[C@@H](O)[C@@H]2O)[C@H](O)[C@@H](O)[C@@H]1O>O[Mo](O)(=O)=O.[O-][Mo]([O-])(=O)=O.[Na+].[Na+].[O-][Mo]([O-])(=O)=O.O>[O:1]=[CH:2][C@@H:3]([C@H:5]([C@H:7]([CH2:9][OH:10])[OH:8])[OH:6])[OH:4] |f:8.9.10|. Procedure details: It is also known that both D-glucose and D-mannose can be epimerized in an aqueous solution containing about 17% by weight of D-glucose or D-mannose, based on total solution weight (i.e., 20% by weight of glucose, based on the weight of water) and a small amount of molybdic acid catalyst producing a solution containing 25 percent D-mannose, remainder D-glucose on the dry basis. This epimerization is described by V. Bilik, Chem. Zvesti, 26, 183-186 (1972) and in Czech patent 149,051 (June 15, 197...